This data is from the Open Reaction Database (ORD), a public repository of structured organic reaction records. The task is: describe an organic reaction: reactants, conditions, products, and yield The reactants are FC(CCS)(C1=CC=C(C=C1)F)F (3,3-difluoro-3-(4-fluorophenyl)-propane-1-thiol), FC=1C(=NC=CC1)C(=O)NCCC(C)C (3-fluoro-N-(3-methyl-butyl)-pyridine-2-carboxylic acid amide), C([O-])([O-])=O.[Cs+].[Cs+] (cesium carbonate). The solvent is CN(C)C=O (DMF). Conditions: temperature 90 celsius. Product: FC(CCSC=1C(=NC=CC1)C(=O)NCCC(C)C)(C1=CC=C(C=C1)F)F (3-[[3,3-Difluoro-3-(4-fluorophenyl)-propyl]sulfanyl]-N-(3-methyl-butyl)-pyridine-2-carboxylic acid amide). Yield: 40.2%. Reaction SMILES: [F:1][C:2]([F:13])([C:6]1[CH:11]=[CH:10][C:9]([F:12])=[CH:8][CH:7]=1)[CH2:3][CH2:4][SH:5].F[C:15]1[C:16]([C:21]([NH:23][CH2:24][CH2:25][CH:26]([CH3:28])[CH3:27])=[O:22])=[N:17][CH:18]=[CH:19][CH:20]=1.C(=O)([O-])[O-].[Cs+].[Cs+]>CN(C=O)C>[F:13][C:2]([F:1])([C:6]1[CH:11]=[CH:10][C:9]([F:12])=[CH:8][CH:7]=1)[CH2:3][CH2:4][S:5][C:15]1[C:16]([C:21]([NH:23][CH2:24][CH2:25][CH:26]([CH3:28])[CH3:27])=[O:22])=[N:17][CH:18]=[CH:19][CH:20]=1 |f:2.3.4|. Procedure details: To a solution of 3,3-difluoro-3-(4-fluorophenyl)-propane-1-thiol (0.19 g, 0.92 mmol) in DMF (5 ml) in sealed tube are added 3-fluoro-N-(3-methyl-butyl)-pyridine-2-carboxylic acid amide (0.19 g, 0.92 mmol) and cesium carbonate (1.50 g, 4.60 mmol). The reaction mixture is heated at 90° C. for 2 h. After completion of the reaction, the reaction mixture is poured onto ice-water, extracted with EtOAc (3×30 ml). The combined organic layers are washed with brine (50 ml), water (30 ml), dried over sodiu... Starting materials: Fc1ncccc1Br, O=C1C=CCC1, CN(C1CCCCC1)C1CCCCC1, C1COCCO1, O. The product is O=C1C=C(c2cccnc2F)CC1. Reaction SMILES: [Br:21][c:22]1[c:23]([F:28])[n:24][cH:25][cH:26][cH:27]1.[C:1]1(=[O:6])[CH:2]=[CH:3][CH2:4][CH2:5]1.[CH:7]1([N:8]([CH3:9])[CH:10]2[CH2:11][CH2:12][CH2:13][CH2:14][CH2:15]2)[CH2:16][CH2:17][CH2:18][CH2:19][CH2:20]1.[O:29]1[CH2:30][CH2:31][O:32][CH2:33][CH2:34]1.[OH2:35]>>[C:1]1(=[O:6])[CH:2]=[C:3]([c:22]2[c:23]([F:28])[n:24][cH:25][cH:26][cH:27]2)[CH2:4][CH2:5]1. Reactants: intermediate 31, intermediate 22, C[C@@H]1OC1 ((S)-2-methyloxirane), C(C)(C)(C)OC(=O)N(C(OC(C)(C)C)=O)C1=N[C@@](CS(C1(C)C)(=O)=O)(C1=C(C=CC(=C1)[N+](=O)[O-])F)CF (tert-butyl N-tert-butoxycarbonyl-N-[(3S)-3-(fluoromethyl)-3-(2-fluoro-5-nitro-phenyl)-6,6-dimethyl-1,1-dioxo-2H-1,4-thiazin-5-yl]carbamate). Product: NC=1C=CC2=C(C1)[C@@]1([C@H](S(C(C(=N1)N(C(OC(C)(C)C)=O)C(=O)OC(C)(C)C)(C)C)(=O)=O)C[C@@H](O2)C)CF (tert-butyl N-[(4aR,6S,11bS)-10-amino-11b-(fluoromethyl)-3,3,6-trimethyl-4,4-dioxo-5,6-dihydro-4aH-[1]benzoxepino[4,5-b][1,4]thiazin-2-yl]-N-tert-butoxycarbonyl-carbamate). The yield is 36.5%. RXN SMILES: [CH3:1][C@H:2]1[CH2:4][O:3]1.[C:5]([O:9][C:10]([N:12]([C:20]1[C:25]([CH3:27])([CH3:26])[S:24](=[O:29])(=[O:28])[CH2:23][C@@:22]([CH2:40][F:41])([C:30]2[CH:35]=[C:34]([N+:36]([O-])=O)[CH:33]=[CH:32][C:31]=2F)[N:21]=1)[C:13](=[O:19])[O:14][C:15]([CH3:18])([CH3:17])[CH3:16])=[O:11])([CH3:8])([CH3:7])[CH3:6]>>[NH2:36][C:34]1[CH:33]=[CH:32][C:31]2[O:3][C@@H:2]([CH3:1])[CH2:4][C@H:23]3[S:24](=[O:29])(=[O:28])[C:25]([CH3:27])([CH3:26])[C:20]([N:12]([C:10]([O:9][C:5]([CH3:7])([CH3:6])[CH3:8])=[O:11])[C:13](=[O:19])[O:14][C:15]([CH3:17])([CH3:18])[CH3:16])=[N:21][C@:22]3([CH2:40][F:41])[C:30]=2[CH:35]=1. Procedure: In an analogous sequence of reactions to that described in the preparation of trans intermediate 31, but using (S)-2-methyloxirane instead of 2,2-dimethyloxirane, tert-butyl N-tert-butoxycarbonyl-N-[(3S)-3-(fluoromethyl)-3-(2-fluoro-5-nitro-phenyl)-6,6-dimethyl-1,1-dioxo-2H-1,4-thiazin-5-yl]carbamate (preparation described in the synthesis of intermediate 22) was converted to the title compound (420 mg, 0.756 mmol, 36.5%) as a white foam. MS m/z=578.0 (M+Na). Reactants: bis-acrylate, ethyl bis-acrylate, C(C=C)(=O)OCC (Ethyl acrylate), C=O (paraformaldehyde), C1CN2CCN1CC2 (DABCO), C(C)(=O)OCC (ethyl acetate). Solvent: CCCCCC (hexane). Run at time 25 hour. Product: C(C=C)(=O)OCC.C(C=C)(=O)OCC (diethyl bis-acrylate). The yield is 82.0%. RXN SMILES: [C:1]([O:5][CH2:6][CH3:7])(=[O:4])[CH:2]=[CH2:3].C=O.C1N2CCN(CC2)C1.C(OCC)(=O)C>CCCCCC>[C:1]([O:5][CH2:6][CH3:7])(=[O:4])[CH:2]=[CH2:3].[C:1]([O:5][CH2:6][CH3:7])(=[O:4])[CH:2]=[CH2:3] |f:5.6|. Reported procedure: This example demonstrates a second procedure for forming the bis-acrylate compounds employed in the present invention. This example is specifically directed to the preparation of the ethyl bis-acrylate. Ethyl acrylate (5.0 g; 50 mmol), paraformaldehyde (1.5 g; 50 mmol) and DABCO (0.56 g; 5 mmmol) were added to a heavy-walled glass ampule. The tube was cooled in a dry ice-acetone bath and then sealed while cold. The reaction was then carried out with the tube submerged in an oil bath at 80° C. Th... The reactants are N1CC(CC1)C=1C=NC=CC1 (3-pyrrolidin-3-ylpyridine), CN(C)C(=[N+](C)C)ON1C2=C(C=CC=C2)N=N1.[B-](F)(F)(F)F (TBTU), C(C)N(C(C)C)C(C)C (N-ethyl-N-isopropylpropan-2-amine), CC1=CC=C(C=C1)C1=NOC=C1C(=O)O (3-(4-methylphenyl)isoxazole-4-carboxylic acid). Run in CN(C)C=O (DMF). Run at time 2 hour. The product is CC1=CC=C(C=C1)C1=NOC=C1C(=O)N1CC(CC1)C=1C=NC=CC1 (3-(1-{[3-(4-methylphenyl)isoxazol-4-yl]carbonyl}pyrrolidin-3-yl)pyridine). Yield: 61.5%. As a reaction SMILES: [NH:1]1[CH2:5][CH2:4][CH:3]([C:6]2[CH:7]=[N:8][CH:9]=[CH:10][CH:11]=2)[CH2:2]1.CN(C(ON1N=NC2C=CC=CC1=2)=[N+](C)C)C.[B-](F)(F)(F)F.C(N(C(C)C)C(C)C)C.[CH3:43][C:44]1[CH:49]=[CH:48][C:47]([C:50]2[C:54]([C:55](O)=[O:56])=[CH:53][O:52][N:51]=2)=[CH:46][CH:45]=1>CN(C=O)C>[CH3:43][C:44]1[CH:45]=[CH:46][C:47]([C:50]2[C:54]([C:55]([N:1]3[CH2:5][CH2:4][CH:3]([C:6]4[CH:7]=[N:8][CH:9]=[CH:10][CH:11]=4)[CH2:2]3)=[O:56])=[CH:53][O:52][N:51]=2)=[CH:48][CH:49]=1 |f:1.2|. Procedure: A solution of 3-pyrrolidin-3-ylpyridine (6 mg, 0.039 mmol), TBTU (15 mg, 0.047 mmol, 1.2 equ.) and N-ethyl-N-isopropylpropan-2-amine (14 μL, 0.079 mmol, 2 equ.) in DMF (0.3 mL) was added to 3-(4-methylphenyl)isoxazole-4-carboxylic acid (8 mg, 0.039 mmol) and the reaction mixture was stirred at rt for 2 h. The solvent was evaporated and the crude product was purified by RP-HPLC. After evaporation of the solvents from the pure fractions, the residue was dissolved in chloroform and washed with dilu...